From a dataset of the Open Reaction Database (ORD), a public repository of structured organic reaction records. describe an organic reaction: reactants, conditions, products, and yield Starting materials: FC(C(=O)O)(F)F.C1(CCCC1)NC(=O)[C@H]1NCCC1 ((S)-Pyrrolidine-2-carboxylic acid cyclopentylamide trifluoroacetate), C(C)OC(=O)N1CCN(CC1)C([C@H](CC(=O)OC(C)(C)C)NC(=O)C1=NC2=CC(=CC=C2C(=C1)O[C@@H](C)C(=O)O)C)=O (4-((S)-3-tert-Butoxycarbonyl-2-{[4-((S)-1-carboxy-ethoxy)-7-methyl-quinoline-2-carbonyl]-amino}-propionyl)-piperazine-1-carboxylic acid ethyl ester), C(CCl)Cl (EDC), FC1=C(C(=C(C(=C1O)F)F)F)F (pentafluorophenol). Run in CN(C)C=O (DMF), CN(C)C=O (DMF), O (water). Run at time 2 hour. Product: C(C)OC(=O)N1CCN(CC1)C([C@H](CC(=O)OC(C)(C)C)NC(=O)C1=NC2=CC(=CC=C2C(=C1)O[C@H](C(=O)N1[C@@H](CCC1)C(NC1CCCC1)=O)C)C)=O (4-[(S)-3-tert-Butoxycarbonyl-2-({4-[(S)-2-((S)-2-cyclopentylcarbamoyl-pyrrolidin-1-yl)-1-methyl-2-oxo-ethoxy]-7-methyl-quinoline-2-carbonyl}-amino)-propionyl]-piperazine-1-carboxylic acid ethyl ester). Reaction SMILES: [CH2:1]([O:3][C:4]([N:6]1[CH2:11][CH2:10][N:9]([C:12](=[O:42])[C@@H:13]([NH:22][C:23]([C:25]2[CH:34]=[C:33]([O:35][C@H:36]([C:38]([OH:40])=O)[CH3:37])[C:32]3[C:27](=[CH:28][C:29]([CH3:41])=[CH:30][CH:31]=3)[N:26]=2)=[O:24])[CH2:14][C:15]([O:17][C:18]([CH3:21])([CH3:20])[CH3:19])=[O:16])[CH2:8][CH2:7]1)=[O:5])[CH3:2].C(Cl)CCl.FC1C(O)=C(F)C(F)=C(F)C=1F.FC(F)(F)C(O)=O.[CH:66]1([NH:71][C:72]([C@@H:74]2[CH2:78][CH2:77][CH2:76][NH:75]2)=[O:73])[CH2:70][CH2:69][CH2:68][CH2:67]1>CN(C=O)C.O>[CH2:1]([O:3][C:4]([N:6]1[CH2:7][CH2:8][N:9]([C:12](=[O:42])[C@@H:13]([NH:22][C:23]([C:25]2[CH:34]=[C:33]([O:35][C@@H:36]([CH3:37])[C:38]([N:75]3[CH2:76][CH2:77][CH2:78][C@H:74]3[C:72](=[O:73])[NH:71][CH:66]3[CH2:67][CH2:68][CH2:69][CH2:70]3)=[O:40])[C:32]3[C:27](=[CH:28][C:29]([CH3:41])=[CH:30][CH:31]=3)[N:26]=2)=[O:24])[CH2:14][C:15]([O:17][C:18]([CH3:20])([CH3:21])[CH3:19])=[O:16])[CH2:10][CH2:11]1)=[O:5])[CH3:2] |f:3.4|. Procedure details: To a solution of 146 mg of 4-((S)-3-tert-Butoxycarbonyl-2-{[4-((S)-1-carboxy-ethoxy)-7-methyl-quinoline-2-carbonyl]-amino}-propionyl)-piperazine-1-carboxylic acid ethyl ester in 1 ml of DMF, 52 mg of EDC, 34 mg of pentafluorophenol and 24 mg of NEM was added and the reaction mixture was stirred for 2 h. Then, 62 mg of (S)-Pyrrolidine-2-carboxylic acid cyclopentylamide trifluoroacetate and 20 mg of NEM in 2 ml of DMF was added. After 1 h the reaction mixture was diluted with water. After filtrati... The reactants are C(C)N(S(=O)(=O)C1=C(C=CC=2N=C(OC21)C(C)(C)C)Cl)OC (2-tert-Butyl-6-chloro-benzooxazole-7-sulfonic acid ethyl-methoxy-amide), S(O)(O)(=O)=O (sulphuric acid), O (water). The solvent is O1CCOCC1 (dioxane). Conditions: temperature 80 celsius. Yields the product NC=1C(=C(C(=CC1)Cl)S(=O)(=O)N(CC)OC)O (3-Amino-6-chloro-2-hydroxy-N-methoxy-N-ethyl-benzenesulfonamide). Reaction SMILES: [CH2:1]([N:3]([O:21][CH3:22])[S:4]([C:7]1[C:15]2[O:14]C(C(C)(C)C)=[N:12][C:11]=2[CH:10]=[CH:9][C:8]=1[Cl:20])(=[O:6])=[O:5])[CH3:2].S(=O)(=O)(O)O.O>O1CCOCC1>[NH2:12][C:11]1[C:15]([OH:14])=[C:7]([S:4]([N:3]([O:21][CH3:22])[CH2:1][CH3:2])(=[O:6])=[O:5])[C:8]([Cl:20])=[CH:9][CH:10]=1. Reported procedure: 2-tert-Butyl-6-chloro-benzooxazole-7-sulfonic acid ethyl-methoxy-amide (2.7 g, 7.78 mmol) in dioxane (15 ml) was treated with a mixture of concentrated sulphuric acid (3.5 ml) and water (3.5 ml). The reaction mixture was heated at 80° C. for a total of 8 h and then allowed to cool to RT. Dioxane was removed in vacuo and the resulting aqueous mixture was treated with 1M NaOH (aq) until pH7 was attained. The reaction mixture was extracted with EtOAc, dried (MgSO4) and concentrated in vacuo to affo... Starting materials: B, C1CCOC1, CSC, CO, ClCCl, CC(=O)c1ccccc1F, O. Yields the product CC(O)c1ccccc1F. Reaction SMILES: [BH3:14].[CH2:20]1[O:21][CH2:22][CH2:23][CH2:24]1.[CH3:11][S:12][CH3:13].[CH3:15][OH:16].[Cl:17][CH2:18][Cl:19].[F:1][c:2]1[c:3]([C:8]([CH3:9])=[O:10])[cH:4][cH:5][cH:6][cH:7]1.[OH2:25]>>[F:1][c:2]1[c:3]([CH:8]([CH3:9])[OH:10])[cH:4][cH:5][cH:6][cH:7]1. Reactants: 1-L, C(C=C)(=O)Cl (acryloyl chloride), C1=CC=CC1 (cyclopentadiene), C(C=C)(=O)Cl (acryloyl chloride). Reaction conditions: temperature 0 celsius. Yields the product C12C=CC(C(C1)C(=O)Cl)C2 (norbornene-5-carbonylchloride). As a reaction SMILES: [CH:1]1[CH2:5][CH:4]=[CH:3][CH:2]=1.[C:6]([Cl:10])(=[O:9])[CH:7]=[CH2:8]>>[CH:2]12[CH2:1][CH:5]([CH:7]([C:6]([Cl:10])=[O:9])[CH2:8]1)[CH:4]=[CH:3]2. Procedure: A 1-L, three-neck round-bottom flask equipped with a magnetic stirrer, digital thermometer, glass stopper, an addition funnel with a nitrogen gas purge, and a dry-ice cooling bath was charged with freshly distilled cyclopentadiene (248 g, 3.75 mol), which was cooled to 0° C. The addition funnel was charged with freshly distilled acryloyl chloride (317 g, 3.5 mol), which was added drop wise to the reaction over about three hours while maintaining the reaction temperature between 0-10° C. After th... Starting materials: CC(C)(C)[Si](C)(C)OC1CCOc2ccccc21, CCOCC, [Li]CCCC, CN(C)C=O. Yields the product CC(C)(C)[Si](C)(C)OC1CCOc2c(C=O)cccc21. RXN SMILES: [C:11]([CH3:12])([CH3:13])([CH3:14])[Si:15]([CH3:16])([CH3:17])[O:18][CH:19]1[CH2:20][CH2:21][O:22][c:23]2[cH:24][cH:25][cH:26][cH:27][c:28]21.[CH3:6][CH2:7][O:8][CH2:9][CH3:10].[Li:1][CH2:2][CH2:3][CH2:4][CH3:5].[O:29]=[CH:30][N:31]([CH3:32])[CH3:33]>>[CH:7](=[O:8])[c:24]1[c:23]2[c:28]([cH:27][cH:26][cH:25]1)[CH:19]([O:18][Si:15]([C:11]([CH3:12])([CH3:13])[CH3:14])([CH3:16])[CH3:17])[CH2:20][CH2:21][O:22]2. The reactants are N1=C(OC=2C=CC=CC12)C3=CC=C(C=C3)C. The reagents and catalysts are N=1C=C(C(=C2C=CC3=C(N=CC(=C3C)C)C12)C)C, O1B(OC(C)(C)C1(C)C)B2OC(C)(C)C(O2)(C)C, C[OH2+].C[OH2+].C1CC=CCCC=C1.C1CC=CCCC=C1.[Ir].[Ir]. Solvent: O1CCCC1. Reaction conditions: temperature 25 celsius, time 24 hour. Product: N1=C(OC2=C1C=CC=C2B3OC(C)(C)C(O3)(C)C)C4=CC=C(C=C4)C. The yield is 71.0%. Reactants: C(C)(CC)NC1=C(C(=NC(=C1[N+](=O)[O-])S)C)C(=O)OCC (4-sec.butylamino-6-mercapto-2-methyl-5-nitropyridine-3-carboxylic acid, ethyl ester). Reagents/catalysts: [Fe] (Iron). The solvent is C(C)(=O)O (acetic acid). Product: NC=1C(=C(C(=NC1S)C)C(=O)OCC)NC(C)CC (5-amino-4-sec.butylamino-6-mercapto-2-methylpyridine-3-carboxylic acid, ethyl ester). As a reaction SMILES: [CH:1]([NH:5][C:6]1[C:11]([N+:12]([O-])=O)=[C:10]([SH:15])[N:9]=[C:8]([CH3:16])[C:7]=1[C:17]([O:19][CH2:20][CH3:21])=[O:18])([CH2:3][CH3:4])[CH3:2]>[Fe].C(O)(=O)C>[NH2:12][C:11]1[C:6]([NH:5][CH:1]([CH2:3][CH3:4])[CH3:2])=[C:7]([C:17]([O:19][CH2:20][CH3:21])=[O:18])[C:8]([CH3:16])=[N:9][C:10]=1[SH:15]. Reported procedure: 6.2 g. of 4-sec.butylamino-6-mercapto-2-methyl-5-nitropyridine-3-carboxylic acid, ethyl ester are dissolved in 50 ml. of acetic acid. Iron dust is added carefully at reflux temperature until the mixture is colorless. The excess of iron is filtered off and the filtrate is evaporated to dryness. The oily residue is dissolved in 10 ml. of methanol and precipitated by the addition of aqueous ammonia to obtain 5-amino-4-sec.butylamino-6-mercapto-2-methylpyridine-3-carboxylic acid, ethyl ester, yield ...